Dataset: the Open Reaction Database (ORD), a public repository of structured organic reaction records. Task: describe an organic reaction: reactants, conditions, products, and yield Reactants: N1CCC(CC1)NC(OC(C)(C)C)=O (tert-butyl piperidin-4-ylcarbamate), O1CCC(CC1)=O (dihydro-2H-pyran-4(3H)-one), C(C)(=O)O[BH-](OC(C)=O)OC(C)=O.[Na+] (sodium triacetoxyborohydride). Solvent: ClCCl (dichloromethane). Run at time 16 hour. The product is O1CCC(CC1)N1CCC(CC1)NC(OC(C)(C)C)=O (tert-butyl 1-(tetrahydro-2H-pyran-4-yl)piperidin-4-ylcarbamate). RXN SMILES: [NH:1]1[CH2:6][CH2:5][CH:4]([NH:7][C:8](=[O:14])[O:9][C:10]([CH3:13])([CH3:12])[CH3:11])[CH2:3][CH2:2]1.[O:15]1[CH2:20][CH2:19][C:18](=O)[CH2:17][CH2:16]1.C(O[BH-](OC(=O)C)OC(=O)C)(=O)C.[Na+]>ClCCl>[O:15]1[CH2:20][CH2:19][CH:18]([N:1]2[CH2:2][CH2:3][CH:4]([NH:7][C:8](=[O:14])[O:9][C:10]([CH3:11])([CH3:13])[CH3:12])[CH2:5][CH2:6]2)[CH2:17][CH2:16]1 |f:2.3|. Procedure details: A mixture of tert-butyl piperidin-4-ylcarbamate (45 g) and dihydro-2H-pyran-4(3H)-one (24.74 g) in dichloromethane (1000 mL) was treated with sodium triacetoxyborohydride (61.9 g), stirred at room temperature for 16 hours, washed with 1M sodium hydroxide and dried with anhydrous sodium sulfate, filtered and concentrated. The concentrate was flash column chromatographed on silica gel with 10-20% methanol/dichloromethane.